This data is from the Open Reaction Database (ORD), a public repository of structured organic reaction records. The task is: describe an organic reaction: reactants, conditions, products, and yield The reactants are [N+](=O)([O-])C1=C(C=C(C=C1)OC)O (2-nitro-5-methoxyphenol), BrCCCCCC(=O)OC (methyl 6-bromohexanoate), C([O-])([O-])=O.[K+].[K+] (potassium carbonate), 6-(2-isothiocyanoto-5-methoxphenoxy)hexanoic acid. Solvent: CN(C=O)C (dimethylformamide). The product is ester, [N+](=O)([O-])C1=C(OCCCCCC(=O)OC)C=C(C=C1)OC (methyl 6-(2-nitro-5-methoxyphenoxy)hexanoate). RXN SMILES: [N+:1]([C:4]1[CH:9]=[CH:8][C:7]([O:10][CH3:11])=[CH:6][C:5]=1[OH:12])([O-:3])=[O:2].Br[CH2:14][CH2:15][CH2:16][CH2:17][CH2:18][C:19]([O:21][CH3:22])=[O:20].C(=O)([O-])[O-].[K+].[K+]>CN(C)C=O>[N+:1]([C:4]1[CH:9]=[CH:8][C:7]([O:10][CH3:11])=[CH:6][C:5]=1[O:12][CH2:14][CH2:15][CH2:16][CH2:17][CH2:18][C:19]([O:21][CH3:22])=[O:20])([O-:3])=[O:2] |f:2.3.4|. Procedure: 6-(2-isothiocyanoto-5-methoxphenoxy)hexanoic acid, represented as TB595 and shown in FIG. 3L was prepared by a number of steps. The first step involves the reaction of 2-nitro-5-methoxyphenol (1.69 g, 10 mmol) with methyl 6-bromohexanoate (2.08 g, 10 mmol) in dry dimethylformamide and anhydrous potassium carbonate (2.0 g, 14.5 mmol) at 60° C. for 12 hours to produce the intermediate ester, methyl 6-(2-nitro-5-methoxyphenoxy)hexanoate. Hydrogenation of methyl 6-(2-nitro-5-methoxyphenoxy)hexanoate... Reactants: CN(C)C=O, Nc1nc(Cl)cc(-c2ccc(F)cc2)n1, OB(O)c1ccc(F)cc1, [Na+], [Na+], O=C([O-])[O-], c1ccc(P(c2ccccc2)(c2ccccc2)[Pd](P(c2ccccc2)(c2ccccc2)c2ccccc2)(P(c2ccccc2)(c2ccccc2)c2ccccc2)P(c2ccccc2)(c2ccccc2)c2ccccc2)cc1. Yields the product Nc1nc(-c2ccc(F)cc2)cc(-c2ccc(F)cc2)n1. As a reaction SMILES: [CH3:32][N:33]([CH3:34])[CH:35]=[O:36].[Cl:11][c:12]1[n:13][c:14]([NH2:25])[n:15][c:16](-[c:18]2[cH:19][cH:20][c:21]([F:24])[cH:22][cH:23]2)[cH:17]1.[F:1][c:2]1[cH:3][cH:4][c:5]([B:8]([OH:9])[OH:10])[cH:6][cH:7]1.[Na+:26].[Na+:27].[O-:28][C:29](=[O:30])[O-:31].[cH:37]1[cH:38][cH:39][c:40]([P:41]([Pd:42]([P:43]([c:44]2[cH:45][cH:46][cH:47][cH:48][cH:49]2)([c:50]2[cH:51][cH:52][cH:53][cH:54][cH:55]2)[c:56]2[cH:57][cH:58][cH:59][cH:60][cH:61]2)([P:62]([c:63]2[cH:64][cH:65][cH:66][cH:67][cH:68]2)([c:69]2[cH:70][cH:71][cH:72][cH:73][cH:74]2)[c:75]2[cH:76][cH:77][cH:78][cH:79][cH:80]2)[P:81]([c:82]2[cH:83][cH:84][cH:85][cH:86][cH:87]2)([c:88]2[cH:89][cH:90][cH:91][cH:92][cH:93]2)[c:94]2[cH:95][cH:96][cH:97][cH:98][cH:99]2)([c:100]2[cH:101][cH:102][cH:103][cH:104][cH:105]2)[c:106]2[cH:107][cH:108][cH:109][cH:110][cH:111]2)[cH:112][cH:113]1>>[F:1][c:2]1[cH:3][cH:4][c:5](-[c:12]2[n:13][c:14]([NH2:25])[n:15][c:16](-[c:18]3[cH:19][cH:20][c:21]([F:24])[cH:22][cH:23]3)[cH:17]2)[cH:6][cH:7]1. The reactants are [BH4-], COC(=O)c1cc(Br)c(C)c(Br)c1, CCO, [Na+]. The product is Cc1c(Br)cc(CO)cc1Br. As a reaction SMILES: [BH4-:14].[Br:1][c:2]1[cH:3][c:4]([C:5](=[O:6])[O:7][CH3:8])[cH:9][c:10]([Br:13])[c:11]1[CH3:12].[CH3:16][CH2:17][OH:18].[Na+:15]>>[Br:1][c:2]1[cH:3][c:4]([CH2:5][OH:6])[cH:9][c:10]([Br:13])[c:11]1[CH3:12]. Reactants: [Al+3], [Cl-], [Cl-], [Cl-], O=C(Cl)CCl, CC(Cl)Cl, O=Cc1ccc[nH]1. The product is O=Cc1cc(C(=O)CCl)c[nH]1. RXN SMILES: [Al+3:9].[Cl-:10].[Cl-:11].[Cl-:8].[Cl:12][CH2:13][C:14](=[O:15])[Cl:16].[Cl:17][CH:18]([Cl:19])[CH3:20].[nH:1]1[c:2]([CH:6]=[O:7])[cH:3][cH:4][cH:5]1>>[nH:1]1[c:2]([CH:6]=[O:7])[cH:3][c:4]([C:14]([CH2:13][Cl:12])=[O:15])[cH:5]1. Reactants: COC(=O)C1=CC=2C(CCC(C2C=C1)N(C)C1CC1)(C)C (5-(cyclopropyl-methyl-amino)-8,8-dimethyl-5,6,7,8-tetrahydro-naphthalene-2-carboxylic acid methyl ester), COC(=O)C1=CC=2C(CCC(C2C=C1)N(C)C1CC1)(C)C (5-(cyclopropyl-methyl-amino)-8,8-dimethyl-5,6,7,8-tetrahydro-naphthalene-2-carboxylic acid methyl ester), solution, [OH-].[Na+] (sodium hydroxide). Run in CO (methanol), O1CCCC1 (tetrahydrofuran). Run at time 8 hour. Product: C1(CC1)N(C1C=2C=CC(=CC2C(CC1)(C)C)C(=O)O)C (5-(Cyclopropyl-methyl-amino)-8,8-dimethyl-5,6,7,8-tetrahydronaphthalene-2-carboxylic acid). The yield is 97.0%. RXN SMILES: C[O:2][C:3]([C:5]1[CH:14]=[CH:13][C:12]2[CH:11]([N:15]([CH:17]3[CH2:19][CH2:18]3)[CH3:16])[CH2:10][CH2:9][C:8]([CH3:21])([CH3:20])[C:7]=2[CH:6]=1)=[O:4].[OH-].[Na+]>CO.O1CCCC1>[CH:17]1([N:15]([CH3:16])[CH:11]2[CH2:10][CH2:9][C:8]([CH3:20])([CH3:21])[C:7]3[CH:6]=[C:5]([C:3]([OH:4])=[O:2])[CH:14]=[CH:13][C:12]2=3)[CH2:19][CH2:18]1 |f:1.2|. Reported procedure: A solution of 5-(cyclopropyl-methyl-amino)-8,8-dimethyl-5,6,7,8-tetrahydro-naphthalene-2-carboxylic acid methyl ester (Intermediate 55, 0.236 g, 0.83 mmol) in methanol (4 mL) and tetrahydrofuran (4 mL) was treated with a 2M solution of sodium hydroxide (4 mL, 8 mmol) and the resulting reaction mixture was stirred at ambient temperature overnight. The volatiles were evaporated in vacuo to a residue that was neutralized with saturated aqueous ammonium chloride solution and extracted with ethyl ace... Starting materials: Cc1ccccc1, CC(=O)C=P(c1ccccc1)(c1ccccc1)c1ccccc1, O=Cc1cccnc1. Product: CC(=O)C=Cc1cccnc1. RXN SMILES: [CH3:32][c:33]1[cH:34][cH:35][cH:36][cH:37][cH:38]1.[c:9]1([P:10]([c:11]2[cH:12][cH:13][cH:14][cH:15][cH:20]2)(=[CH:16][C:17]([CH3:18])=[O:19])[c:21]2[cH:22][cH:23][cH:24][cH:25][cH:26]2)[cH:27][cH:28][cH:29][cH:30][cH:31]1.[n:1]1[cH:2][c:3]([CH:7]=[O:8])[cH:4][cH:5][cH:6]1>>[n:1]1[cH:2][c:3]([CH:7]=[CH:16][C:17]([CH3:18])=[O:19])[cH:4][cH:5][cH:6]1. Reactants: O1C(=NCC1)C1=CC=C(OCCCCCCCC2=CC(=NO2)CO)C=C1 (5-{7-[4-(4,5-dihydro-2-oxazolyl)phenoxy]heptyl}-3-isoxazolemethanol), C(C)(=O)OC(C)=O (acetic anhydride), ice water. Run in N1=CC=CC=C1 (pyridine). Conditions: time 8 hour. The product is C(C)(=O)OCC1=NOC(=C1)CCCCCCCOC1=CC=C(C=C1)C=1OCCN1 (5-{7-[4-(4,5-dihydro-2-oxazolyl)phenoxy]heptyl}-3-isoxazolemethanol acetate). Yield: 79.9%. As a reaction SMILES: [O:1]1[CH2:5][CH2:4][N:3]=[C:2]1[C:6]1[CH:26]=[CH:25][C:9]([O:10][CH2:11][CH2:12][CH2:13][CH2:14][CH2:15][CH2:16][CH2:17][C:18]2[O:22][N:21]=[C:20]([CH2:23][OH:24])[CH:19]=2)=[CH:8][CH:7]=1.[C:27](OC(=O)C)(=[O:29])[CH3:28]>N1C=CC=CC=1>[C:27]([O:24][CH2:23][C:20]1[CH:19]=[C:18]([CH2:17][CH2:16][CH2:15][CH2:14][CH2:13][CH2:12][CH2:11][O:10][C:9]2[CH:8]=[CH:7][C:6]([C:2]3[O:1][CH2:5][CH2:4][N:3]=3)=[CH:26][CH:25]=2)[O:22][N:21]=1)(=[O:29])[CH3:28]. Procedure details: A solution of 2.80 g of 5-{7-[4-(4,5-dihydro-2-oxazolyl)phenoxy]heptyl}-3-isoxazolemethanol (Example 11) and 0.82 g of acetic anhydride in pyridine was allowed to stand overnight at room temperature. The reaction mixture was poured into ice water and the solid material which formed was collected, dried and recrystallized from isopropyl alcohol to give 2.5 g of 5-{7-[4-(4,5-dihydro-2-oxazolyl)phenoxy]heptyl}-3-isoxazolemethanol acetate, colorless solid, m.p. 76°-77° C.